This data is from the Open Reaction Database (ORD), a public repository of structured organic reaction records. The task is: describe an organic reaction: reactants, conditions, products, and yield Isolated yield 11.7%. Reported procedure: 2.0 g (7.93 mmol) of 5-amino-2-(4-aminophenyl)-4H-1-benzopyran-4-one (EP-A-374789) was dissolved in 50 ml of dioxane, 1.59 g (11.9 mmol) of N-chlorosuccinimide was added and the mixture was stirred under heating at reflux for 5 hours. The reaction solution was extracted with ethyl acetate, and the extract was washed with an aqueous saturated solution of sodium chloride and dried over anhydrous sodium sulfate. The ethyl acetate layer was concentrated under reduced pressure and the residue was pur... Yields the product NC1=CC=C(C2=C1C(C=C(O2)C2=CC=C(C=C2)N)=O)Cl (5-Amino-2-(4-aminophenyl)-8-chloro-4H-1-benzopyran-4-one). The reactants are NC1=CC=CC2=C1C(C=C(O2)C2=CC=C(C=C2)N)=O (5-amino-2-(4-aminophenyl)-4H-1-benzopyran-4-one), A-374789, ClN1C(CCC1=O)=O (N-chlorosuccinimide). The solvent is O1CCOCC1 (dioxane). Reaction SMILES: [NH2:1][C:2]1[C:7]2[C:8](=[O:19])[CH:9]=[C:10]([C:12]3[CH:17]=[CH:16][C:15]([NH2:18])=[CH:14][CH:13]=3)[O:11][C:6]=2[CH:5]=[CH:4][CH:3]=1.[Cl:20]N1C(=O)CCC1=O>O1CCOCC1>[NH2:1][C:2]1[C:7]2[C:8](=[O:19])[CH:9]=[C:10]([C:12]3[CH:17]=[CH:16][C:15]([NH2:18])=[CH:14][CH:13]=3)[O:11][C:6]=2[C:5]([Cl:20])=[CH:4][CH:3]=1. Starting materials: C(C)OC(CN1C=CC2=CC=C(C=C12)OCCCC=1N(N=C(C1)C1=CC=C(C=C1)C(F)(F)F)C)=O ((6-{3-[2-methyl-5-(4-trifluoromethyl-phenyl)-2H-pyrazol-3-yl]-propoxy}-indol-1-yl)-acetic acid ethyl ester), [Li+].[OH-] (LiOH). The product is CN1N=C(C=C1CCCOC1=CC=C2C=CN(C2=C1)CC(=O)O)C1=CC=C(C=C1)C(F)(F)F ((6-{3-[2-methyl-5-(4-trifluoromethyl-phenyl)-2H-pyrazol-3-yl]-propoxy}-indol-1-yl)-acetic acid). RXN SMILES: C([O:3][C:4](=[O:35])[CH2:5][N:6]1[C:14]2[C:9](=[CH:10][CH:11]=[C:12]([O:15][CH2:16][CH2:17][CH2:18][C:19]3[N:20]([CH3:34])[N:21]=[C:22]([C:24]4[CH:29]=[CH:28][C:27]([C:30]([F:33])([F:32])[F:31])=[CH:26][CH:25]=4)[CH:23]=3)[CH:13]=2)[CH:8]=[CH:7]1)C.[Li+].[OH-]>>[CH3:34][N:20]1[C:19]([CH2:18][CH2:17][CH2:16][O:15][C:12]2[CH:13]=[C:14]3[C:9]([CH:8]=[CH:7][N:6]3[CH2:5][C:4]([OH:35])=[O:3])=[CH:10][CH:11]=2)=[CH:23][C:22]([C:24]2[CH:25]=[CH:26][C:27]([C:30]([F:33])([F:32])[F:31])=[CH:28][CH:29]=2)=[N:21]1 |f:1.2|. Procedure details: In analogy to the procedure described for example 1 f], (6-{3-[2-methyl-5-(4-trifluoromethyl-phenyl)-2H-pyrazol-3-yl]-propoxy}-indol-1-yl)-acetic acid ethyl ester was treated with LiOH to obtain (6-{3-[2-methyl-5-(4-trifluoromethyl-phenyl)-2H-pyrazol-3-yl]-propoxy}-indol-1-yl)-acetic acid as colorless crystals. The reactants are ClC(Cl)(Cl)Cl, CCS(=O)(=O)c1ccc(Cc2c(C)c(CO)cc3ccc(F)cc23)cc1, CCOC(C)=O, C1CCOC1, c1ccc(P(c2ccccc2)c2ccccc2)cc1. The product is CCS(=O)(=O)c1ccc(Cc2c(C)c(CCl)cc3ccc(F)cc23)cc1. As a reaction SMILES: [C:20]([Cl:21])([Cl:22])([Cl:23])[Cl:24].[CH2:25]([CH3:26])[S:27](=[O:28])(=[O:29])[c:30]1[cH:31][cH:32][c:33]([CH2:34][c:35]2[c:36]([CH3:48])[c:37]([CH2:46][OH:47])[cH:38][c:39]3[cH:40][cH:41][c:42]([F:45])[cH:43][c:44]23)[cH:49][cH:50]1.[CH3:56][CH2:57][O:58][C:59](=[O:60])[CH3:61].[O:51]1[CH2:52][CH2:53][CH2:54][CH2:55]1.[c:1]1([P:2]([c:3]2[cH:4][cH:5][cH:6][cH:7][cH:8]2)[c:9]2[cH:10][cH:11][cH:12][cH:13][cH:14]2)[cH:15][cH:16][cH:17][cH:18][cH:19]1>>[CH2:20]([Cl:24])[c:37]1[c:36]([CH3:48])[c:35]([CH2:34][c:33]2[cH:32][cH:31][c:30]([S:27]([CH2:25][CH3:26])(=[O:28])=[O:29])[cH:50][cH:49]2)[c:44]2[c:39]([cH:38]1)[cH:40][cH:41][c:42]([F:45])[cH:43]2. The reactants are C, COC(=O)CCc1cn(Cc2ccc(OCc3ccccc3)cc2)nc1-c1ccccc1, C1CCOC1, [Pd]. Yields the product COC(=O)CCc1cn(Cc2ccc(O)cc2)nc1-c1ccccc1. RXN SMILES: [C:33].[CH2:1]([c:2]1[cH:3][cH:4][cH:5][cH:6][cH:7]1)[O:8][c:9]1[cH:10][cH:11][c:12]([CH2:13][n:14]2[n:15][c:16](-[c:25]3[cH:26][cH:27][cH:28][cH:29][cH:30]3)[c:17]([CH2:19][CH2:20][C:21](=[O:22])[O:23][CH3:24])[cH:18]2)[cH:31][cH:32]1.[O:35]1[CH2:36][CH2:37][CH2:38][CH2:39]1.[Pd:34]>>[OH:8][c:9]1[cH:10][cH:11][c:12]([CH2:13][n:14]2[n:15][c:16](-[c:25]3[cH:26][cH:27][cH:28][cH:29][cH:30]3)[c:17]([CH2:19][CH2:20][C:21](=[O:22])[O:23][CH3:24])[cH:18]2)[cH:31][cH:32]1. Reactants: P(=O)([O-])([O-])[O-].[K+].[K+].[K+] (potassium phosphate), BrC=1C=C2C(=NN(C2=CC1)C1OCCCC1)C1=CN=CC(=N1)N1CCC(CC1)NC(OC(C)(C)C)=O (tert-butyl 1-(6-(5-bromo-1-(tetrahydro-2H-pyran-2-yl)-1H-indazol-3-yl)pyrazin-2-yl)piperidin-4-ylcarbamate), BrC=1C=C2C(=NN(C2=CC1)C1OCCCC1)C1=CN=CC(=N1)N1CCC(CC1)NC(OC(C)(C)C)=O (tert-butyl 1-(6-(5-bromo-1-(tetrahydro-2H-pyran-2-yl)-1H-indazol-3-yl)pyrazin-2-yl)piperidin-4-ylcarbamate), FC1=C(C=CC=C1OC)B(O)O (2-fluoro-3-methoxyphenylboronic acid). Reaction conditions: temperature 150 celsius. Product: FC1=C(C=CC=C1OC)C=1C=C2C(=NN(C2=CC1)C1OCCCC1)C1=CN=CC(=N1)N1CCC(CC1)NC(OC(C)(C)C)=O (tert-butyl 1-(6-(5-(2-fluoro-3-methoxyphenyl)-1-(tetrahydro-2H-pyran-2-yl)-1H-indazol-3-yl)pyrazin-2-yl)piperidin-4-ylcarbamate). Yield: 54.0%. Reaction SMILES: P([O-])([O-])([O-])=O.[K+].[K+].[K+].Br[C:10]1[CH:11]=[C:12]2[C:16](=[CH:17][CH:18]=1)[N:15]([CH:19]1[CH2:24][CH2:23][CH2:22][CH2:21][O:20]1)[N:14]=[C:13]2[C:25]1[N:30]=[C:29]([N:31]2[CH2:36][CH2:35][CH:34]([NH:37][C:38](=[O:44])[O:39][C:40]([CH3:43])([CH3:42])[CH3:41])[CH2:33][CH2:32]2)[CH:28]=[N:27][CH:26]=1.[F:45][C:46]1[C:51]([O:52][CH3:53])=[CH:50][CH:49]=[CH:48][C:47]=1B(O)O>>[F:45][C:46]1[C:51]([O:52][CH3:53])=[CH:50][CH:49]=[CH:48][C:47]=1[C:10]1[CH:11]=[C:12]2[C:16](=[CH:17][CH:18]=1)[N:15]([CH:19]1[CH2:24][CH2:23][CH2:22][CH2:21][O:20]1)[N:14]=[C:13]2[C:25]1[N:30]=[C:29]([N:31]2[CH2:32][CH2:33][CH:34]([NH:37][C:38](=[O:44])[O:39][C:40]([CH3:41])([CH3:42])[CH3:43])[CH2:35][CH2:36]2)[CH:28]=[N:27][CH:26]=1 |f:0.1.2.3|. Procedure details: To a 5 mL conical microwave vial was added potassium phosphate (Aldrich, 129 mg, 0.61 mmol), PdCl2AmPhos (17.1 mg, 0.02 mmol), tert-butyl 1-(6-(5-bromo-1-(tetrahydro-2H-pyran-2-yl)-1H-indazol-3-yl)pyrazin-2-yl)piperidin-4-ylcarbamate (compound 1e, 135 mg, 0.24 mmol), and 2-fluoro-3-methoxyphenylboronic acid (Frontier Scientific, 45.3 mg, 0.27 mmol) which was sealed, evacuated and back-filled with N2 3×. Dioxane (2.0 mL) and water (0.4 mL) were added and the resulting mixture was heated at 150° C... The reactants are C(C)NCCN (N-ethylethylenediamine), CS(=O)(=O)NC1=CC=C(C(=O)Cl)C=C1 (4-[(methylsulfonyl)amino]benzoyl chloride). Solvent: O1CCCC1 (tetrahydrofuran), O1CCCC1 (tetrahydrofuran). Reaction conditions: time 8 hour. Yields the product Cl.C(C)NCCNC(C1=CC=C(C=C1)NS(=O)(=O)C)=O (N-[2-(Ethylamino)ethyl]-4-[(methylsulfonyl)amino]benzamide hydrochloride). Reaction SMILES: [CH2:1]([NH:3][CH2:4][CH2:5][NH2:6])[CH3:2].[CH3:7][S:8]([NH:11][C:12]1[CH:20]=[CH:19][C:15]([C:16]([Cl:18])=[O:17])=[CH:14][CH:13]=1)(=[O:10])=[O:9]>O1CCCC1>[ClH:18].[CH2:1]([NH:3][CH2:4][CH2:5][NH:6][C:16](=[O:17])[C:15]1[CH:19]=[CH:20][C:12]([NH:11][S:8]([CH3:7])(=[O:10])=[O:9])=[CH:13][CH:14]=1)[CH3:2] |f:3.4|. Reported procedure: To a solution of 4.45 g (50.5 mmoles) of N-ethylethylenediamine in 50 ml of tetrahydrofuran cooled in an ice/ethanol bath under a nitrogen atmosphere add dropwise a solution of 11.8 g (50.5 mmoles) of 4-[(methylsulfonyl)amino]benzoyl chloride in 100 ml of tetrahydrofuran. When the addition is complete, allow the mixture to warm to room temperature and stir overnight. Filter the resulting solid and wash the solid with tetrahydrofuran then with diethyl ether. Triturate the solid in acetone, then r... The reactants are CC(C)=O, O=[N+]([O-])c1ccc(S(=O)(=S)Oc2nc3ccccc3s2)cc1, O, C=C(C)C(C(=O)OC)N1C(=O)C(NC(=O)Cc2ccccc2)C1SSc1nc2ccccc2s1. Product: C=C(C)C(C(=O)OC)N1C(=O)C(NC(=O)Cc2ccccc2)C1SS(=O)(=O)c1ccc([N+](=O)[O-])cc1. As a reaction SMILES: [CH3:58][C:59](=[O:60])[CH3:61].[N+:35](=[O:36])([O-:37])[c:38]1[cH:39][cH:40][c:41]([S:44](=[O:45])([O:46][c:47]2[s:48][c:49]3[cH:50][cH:51][cH:52][cH:53][c:54]3[n:55]2)=[S:56])[cH:42][cH:43]1.[OH2:57].[c:1]1([CH2:7][C:8](=[O:9])[NH:10][CH:11]2[C:12](=[O:34])[N:13]([CH:26]([C:27](=[O:28])[O:29][CH3:30])[C:31](=[CH2:32])[CH3:33])[CH:14]2[S:15][S:16][c:17]2[s:18][c:19]3[cH:20][cH:21][cH:22][cH:23][c:24]3[n:25]2)[cH:2][cH:3][cH:4][cH:5][cH:6]1>>[c:1]1([CH2:7][C:8](=[O:9])[NH:10][CH:11]2[C:12](=[O:34])[N:13]([CH:26]([C:27](=[O:28])[O:29][CH3:30])[C:31](=[CH2:32])[CH3:33])[CH:14]2[S:46][S:44]([c:41]2[cH:40][cH:39][c:38]([N+:35](=[O:36])[O-:37])[cH:43][cH:42]2)(=[O:45])=[O:56])[cH:2][cH:3][cH:4][cH:5][cH:6]1. The reactants are N([C@@H](CC(OC(C)(C)C)=O)C(=O)N[C@@H](CC(C)C)C(=O)OCC1=CC=CC=C1)C(=O)OCC1=CC=CC=C1 (Z-Asp(OtBu)-Leu-OBzl). The reagents and catalysts are [Pd] (Pd on carbon). Run in CO (methanol). Yields the product N[C@@H](CC(OC(C)(C)C)=O)C(=O)N[C@@H](CC(C)C)C(=O)O (H-Asp(OtBu)-Leu-OH). Yield: 89.7%. Reaction SMILES: [NH:1](C(OCC1C=CC=CC=1)=O)[C@H:2]([C:11]([NH:13][C@H:14]([C:19]([O:21]CC1C=CC=CC=1)=[O:20])[CH2:15][CH:16]([CH3:18])[CH3:17])=[O:12])[CH2:3][C:4](=[O:10])[O:5][C:6]([CH3:9])([CH3:8])[CH3:7]>CO.[Pd]>[NH2:1][C@H:2]([C:11]([NH:13][C@H:14]([C:19]([OH:21])=[O:20])[CH2:15][CH:16]([CH3:17])[CH3:18])=[O:12])[CH2:3][C:4](=[O:10])[O:5][C:6]([CH3:9])([CH3:8])[CH3:7]. Reported procedure: The Z-Asp(OtBu)-Leu-OBzl (15.6 g) in methanol (50 mL) was added 10% Pd on carbon (0.17 g) and was hydrogenated on a Paar Shaker. After filtering off the catalyst, the filtrate was concentrated to give a foamy solid. The crude product was triturated with diethyl ether to yield 8.03 g of H-Asp(OtBu)-Leu-OH. Starting materials: C(C)(C)(C)OC(=O)N1CCCC2=CC(=CC=C12)OCCCCBr (6-(4-Bromo-butoxy)-3,4-dihydro-2H-quinoline-1-carboxylic acid tert-butyl ester), C(C=C)NC (N-allyl-methylamine). Solvent: CN(C)C=O (DMF). The product is C(C)(C)(C)OC(=O)N1CCCC2=CC(=CC=C12)OCCCCN(C)CC=C (6-[4-(Allyl-methyl-amino)-butoxy]-3,4-dihydro-2H-quinoline-1-carboxylic acid tert-butyl ester). Isolated yield 73.9%. As a reaction SMILES: [C:1]([O:5][C:6]([N:8]1[C:17]2[C:12](=[CH:13][C:14]([O:18][CH2:19][CH2:20][CH2:21][CH2:22]Br)=[CH:15][CH:16]=2)[CH2:11][CH2:10][CH2:9]1)=[O:7])([CH3:4])([CH3:3])[CH3:2].[CH2:24]([NH:27][CH3:28])[CH:25]=[CH2:26]>CN(C=O)C>[C:1]([O:5][C:6]([N:8]1[C:17]2[C:12](=[CH:13][C:14]([O:18][CH2:19][CH2:20][CH2:21][CH2:22][N:27]([CH2:24][CH:25]=[CH2:26])[CH3:28])=[CH:15][CH:16]=2)[CH2:11][CH2:10][CH2:9]1)=[O:7])([CH3:4])([CH3:3])[CH3:2]. Reported procedure: 5.0 g (13.0 mmol) 6-(4-Bromo-butoxy)-3,4-dihydro-2H-quinoline-1-carboxylic acid tert-butyl ester were treated with 3.66 g (51.5 mmol) N-allyl-methylamine in 100 ml DMF at 50° C. for 30 min. The mixture was concentrated in vacuo, dissolved in Et2O and water. The inorganic layer was extracted with Et2O, and the combined organic phases were washed with water and dried over Na2SO4. Purification by column chromatography on silica gel with CH2Cl2/MeOH 10:1 yielded 3.6 g (74%) 6-[4-(Allyl-methyl-amino)... The reactants are CC(C)(C)OC(=O)NC1(C(=O)O)CCCC1, C1CCOC1, NC1(C(=O)Nc2ccc(C=CC(=O)[O-])cc2)CCCC1, CCOC(=O)C=Cc1ccc(N)cc1. Yields the product CCOC(=O)C=Cc1ccc(NC(=O)C2(NC(=O)OC(C)(C)C)CCCC2)cc1. Reaction SMILES: [C:35]([CH3:36])([CH3:37])([CH3:38])[O:39][C:40](=[O:41])[NH:42][C:43]1([C:48](=[O:49])[OH:50])[CH2:44][CH2:45][CH2:46][CH2:47]1.[CH2:51]1[O:52][CH2:53][CH2:54][CH2:55]1.[NH2:1][C:2]1([C:3]([NH:4][c:5]2[cH:6][cH:7][c:8]([CH:9]=[CH:10][C:11]([O-:12])=[O:13])[cH:14][cH:15]2)=[O:16])[CH2:17][CH2:18][CH2:19][CH2:20]1.[NH2:21][c:22]1[cH:23][cH:24][c:25]([CH:28]=[CH:29][C:30](=[O:31])[O:32][CH2:33][CH3:34])[cH:26][cH:27]1>>[NH:21]([c:22]1[cH:23][cH:24][c:25]([CH:28]=[CH:29][C:30](=[O:31])[O:32][CH2:33][CH3:34])[cH:26][cH:27]1)[C:48]([C:43]1([NH:42][C:40]([O:39][C:35]([CH3:36])([CH3:37])[CH3:38])=[O:41])[CH2:44][CH2:45][CH2:46][CH2:47]1)=[O:49].